Dataset: the Open Reaction Database (ORD), a public repository of structured organic reaction records. Task: describe an organic reaction: reactants, conditions, products, and yield Starting materials: NC1=C2C(=NC=N1)N(N=C2C2=CC(=C(C=C2)NC(C2=C(C=C(C=C2)C(F)(F)F)F)=O)OC)[C@@H]2CC[C@H](CC2)NCCC(=O)OCC (trans-ethyl 3-({4-[4-amino-3-(4-{[2-fluoro-4-trifluoromethylbenzoyl]amino}-3-methoxyphenyl)-1H-pyrazolo[3,4-d]pyrimidin-1-yl]cyclohexyl}amino)propanoate), O1CCOCC1 (p-dioxane), [OH-].[K+] (potassium hydroxide), CO (methanol). Run in O (water). Reaction conditions: temperature 80 celsius, time 4 hour. The product is NC1=C2C(=NC=N1)N(N=C2C2=CC(=C(C=C2)NC(C2=C(C=C(C=C2)C(F)(F)F)OC)=O)OC)[C@@H]2CC[C@H](CC2)NCCC(=O)O (trans-3-({4-[4-amino-3-(3-methoxy-4-{[2-methoxy-4-trifluoromethylbenzoyl]amino}phenyl)-1H-pyrazolo[3,4-d]pyrimidin-1-yl]cyclohexyl}amino)propanoic acid). As a reaction SMILES: [NH2:1][C:2]1[N:7]=[CH:6][N:5]=[C:4]2[N:8]([C@H:33]3[CH2:38][CH2:37][C@H:36]([NH:39][CH2:40][CH2:41][C:42]([O:44]CC)=[O:43])[CH2:35][CH2:34]3)[N:9]=[C:10]([C:11]3[CH:16]=[CH:15][C:14]([NH:17][C:18](=[O:30])[C:19]4[CH:24]=[CH:23][C:22]([C:25]([F:28])([F:27])[F:26])=[CH:21][C:20]=4F)=[C:13]([O:31][CH3:32])[CH:12]=3)[C:3]=12.[O:47]1CCOC[CH2:48]1.[OH-].[K+].CO>O>[NH2:1][C:2]1[N:7]=[CH:6][N:5]=[C:4]2[N:8]([C@H:33]3[CH2:34][CH2:35][C@H:36]([NH:39][CH2:40][CH2:41][C:42]([OH:44])=[O:43])[CH2:37][CH2:38]3)[N:9]=[C:10]([C:11]3[CH:16]=[CH:15][C:14]([NH:17][C:18](=[O:30])[C:19]4[CH:24]=[CH:23][C:22]([C:25]([F:26])([F:27])[F:28])=[CH:21][C:20]=4[O:47][CH3:48])=[C:13]([O:31][CH3:32])[CH:12]=3)[C:3]=12 |f:2.3|. Procedure details: A mixture of trans-ethyl 3-({4-[4-amino-3-(4-{[2-fluoro-4-trifluoromethylbenzoyl]amino}-3-methoxyphenyl)-1H-pyrazolo[3,4-d]pyrimidin-1-yl]cyclohexyl}amino)propanoate (Example 526) (0.04 g, 0.06 mmol), p-dioxane (4 mL), potassium hydroxide (0.02 g, 0.31 mmol), a trace amount of methanol and water (0.4 mL) were heated at 80° C. for 1 hour. The mixture was stirred at ambient temperature overnight and at 80° C. for 4 hours. The solvents were evaporated and the residue was purified by preparative HPL... The reagents and catalysts are C=1C=CC(=CC1)[P](C=2C=CC=CC2)(C=3C=CC=CC3)[Pd]([P](C=4C=CC=CC4)(C=5C=CC=CC5)C=6C=CC=CC6)([P](C=7C=CC=CC7)(C=8C=CC=CC8)C=9C=CC=CC9)[P](C=1C=CC=CC1)(C=1C=CC=CC1)C=1C=CC=CC1 (tetrakis(triphenylphosphine)palladium). Solvent: O1CCCC1 (tetrahydrofuran), O1CCCC1 (tetrahydrofuran). Reactants: OC(C#CC1=CC=C(C=C1)Br)(C)C (4-(3-hydroxy-3,3-dimethyl-1-propynyl)-1-bromobenzene), OO (hydrogen peroxide), [OH-].[Na+] (sodium hydroxide), Example 1. As a reaction SMILES: [OH:1][C:2]([CH3:13])([CH3:12])[C:3]#[C:4][C:5]1[CH:10]=[CH:9][C:8](Br)=[CH:7][CH:6]=1.[OH-].[Na+].OO>O1CCCC1.C1C=CC([P]([Pd]([P](C2C=CC=CC=2)(C2C=CC=CC=2)C2C=CC=CC=2)([P](C2C=CC=CC=2)(C2C=CC=CC=2)C2C=CC=CC=2)[P](C2C=CC=CC=2)(C2C=CC=CC=2)C2C=CC=CC=2)(C2C=CC=CC=2)C2C=CC=CC=2)=CC=1>[OH:1][C:2]([CH3:13])([CH3:12])[C:3]#[C:4][C:5]1[CH:10]=[CH:9][C:8](/[CH:12]=[CH:2]/[CH2:3][CH2:4][CH3:5])=[CH:7][CH:6]=1 |f:1.2,^1:26,28,47,66|. Yield: 163.5%. Procedure: In a four necked flask equipped with a stirrer, a reflux condenser and a thermometer which had been replaced by a nitrogen atmosphere, 4-(3-hydroxy-3,3-dimethyl-1-propynyl)-1-bromobenzene (3.6 g, 15 mmol), tetrakis(triphenylphosphine)palladium (0.06 g, 0.05 mmol), sodium hydroxide (0.8 g, 20 mmol) and tetrahydrofuran (60 ml) were charged. Then, to the mixture, a solution of E-1-pentenylcatecholborane prepared in Reference Example 1 (20 mmol) in tetrahydrofuran (50 ml) was dropwise added at room ... Yields the product OC(C#CC1=CC=C(C=C1)\C=C\CCC)(C)C (4-(3-hydroxy-3,3-dimethyl-1-propynyl)-1-(1-trans-pentenyl)benzene). RXN SMILES: [C:1]([O:5][C:6]([NH:8][CH2:9][C:10](=[S:12])[NH2:11])=[O:7])([CH3:4])([CH3:3])[CH3:2].Br[CH2:14][C:15](=O)[C:16]([O:18][CH2:19][CH3:20])=[O:17].C(=O)([O-])[O-].[Ca+2]>C(O)C>[C:1]([O:5][C:6]([NH:8][CH2:9][C:10]1[S:12][CH:14]=[C:15]([C:16]([O:18][CH2:19][CH3:20])=[O:17])[N:11]=1)=[O:7])([CH3:4])([CH3:2])[CH3:3] |f:2.3|. Reactants: C(C)(C)(C)OC(=O)NCC(N)=S ((tert-butoxycarbonylamino)acetothioamide), BrCC(C(=O)OCC)=O (ethyl bromopyruvate), C([O-])([O-])=O.[Ca+2] (calcium carbonate). Run at time 6 hour. Solvent: C(C)O (ethanol). Product: C(C)(C)(C)OC(=O)NCC=1SC=C(N1)C(=O)OCC (ethyl 2-(tert-butoxycarbonylamino)methylthiazole-4-carboxylate). Procedure: To a solution of 10 g of the above-obtained (tert-butoxycarbonylamino)acetothioamide in 150 ml of ethanol were added 7.3 ml of ethyl bromopyruvate and 2.7 g of calcium carbonate, and the mixture was stirred at room temperature for 6 hours. The reaction solution was filtered, and the filtrate was concentrated to dryness under reduced pressure. The residue was dissolved in chloroform. The solution was washed with a saturated aqueous solution of sodium hydrogencarbonate and a small amount of water,... The yield is 74.0%. Starting materials: C1CCOC1, O=C1c2ccccc2Oc2ccccc2N1CCO, COC(=O)c1cccc(O)c1, c1ccc(P(c2ccccc2)c2ccccc2)cc1. The product is COC(=O)c1cccc(OCCN2C(=O)c3ccccc3Oc3ccccc32)c1. RXN SMILES: [CH2:50]1[O:51][CH2:52][CH2:53][CH2:54]1.[OH:1][CH2:2][CH2:3][N:4]1[c:5]2[c:6]([cH:16][cH:17][cH:18][cH:19]2)[O:7][c:8]2[c:9]([cH:12][cH:13][cH:14][cH:15]2)[C:10]1=[O:11].[OH:20][c:21]1[cH:22][c:23]([C:24](=[O:25])[O:26][CH3:27])[cH:28][cH:29][cH:30]1.[c:31]1([P:32]([c:33]2[cH:34][cH:35][cH:36][cH:37][cH:38]2)[c:39]2[cH:40][cH:41][cH:42][cH:43][cH:44]2)[cH:45][cH:46][cH:47][cH:48][cH:49]1>>[O:1]([CH2:2][CH2:3][N:4]1[c:5]2[c:6]([cH:16][cH:17][cH:18][cH:19]2)[O:7][c:8]2[c:9]([cH:12][cH:13][cH:14][cH:15]2)[C:10]1=[O:11])[c:21]1[cH:22][c:23]([C:24](=[O:25])[O:26][CH3:27])[cH:28][cH:29][cH:30]1. Starting materials: Cn1c(C2OCCO2)cnc1-c1ccc2ncnc(Nc3ccc(OCc4ccccc4)cc3)c2c1, CC(C)=O, Cl. Product: Cn1c(C=O)cnc1-c1ccc2ncnc(Nc3ccc(OCc4ccccc4)cc3)c2c1. As a reaction SMILES: [CH2:1]([c:2]1[cH:3][cH:4][cH:5][cH:6][cH:7]1)[O:8][c:9]1[cH:10][cH:11][c:12]([NH:15][c:16]2[n:17][cH:18][n:19][c:20]3[cH:21][cH:22][c:23](-[c:26]4[n:27][cH:28][c:29]([CH:32]5[O:33][CH2:36][CH2:35][O:34]5)[n:30]4[CH3:31])[cH:24][c:25]23)[cH:13][cH:14]1.[CH3:38][C:39](=[O:40])[CH3:41].[ClH:37]>>[CH2:1]([c:2]1[cH:3][cH:4][cH:5][cH:6][cH:7]1)[O:8][c:9]1[cH:10][cH:11][c:12]([NH:15][c:16]2[n:17][cH:18][n:19][c:20]3[cH:21][cH:22][c:23](-[c:26]4[n:27][cH:28][c:29]([CH:32]=[O:33])[n:30]4[CH3:31])[cH:24][c:25]23)[cH:13][cH:14]1. Reactants: CI, CCOC(C)=O, CN(C)C=O, Cn1nccc1NC=O, [H-], [Na+], O. Product: CN(C=O)c1ccnn1C. RXN SMILES: [CH3:12][I:13].[CH3:14][CH2:15][O:16][C:17](=[O:18])[CH3:19].[CH3:20][N:21]([CH3:22])[CH:23]=[O:24].[CH:1](=[O:2])[NH:3][c:4]1[cH:5][cH:6][n:7][n:8]1[CH3:9].[H-:10].[Na+:11].[OH2:25]>>[CH:1](=[O:2])[N:3]([c:4]1[cH:5][cH:6][n:7][n:8]1[CH3:9])[CH3:14]. Reactants: CCN(C(C)C)C(C)C, CN1CCNCC1=O, CN1CCCC1=O, CCOC(C)=O, CC(c1c(F)cc2ncccc2c1F)c1cnc2ccc(Cl)nn12, Cl, [F-], [K+]. Product: CC(c1c(F)cc2ncccc2c1F)c1cnc2ccc(N3CCN(C)C(=O)C3)nn12. RXN SMILES: [CH2:36]([N:37]([CH:38]([CH3:39])[CH3:40])[CH:41]([CH3:42])[CH3:43])[CH3:44].[CH3:28][N:29]1[C:30](=[O:35])[CH2:31][NH:32][CH2:33][CH2:34]1.[CH3:45][N:46]1[CH2:47][CH2:48][CH2:49][C:50]1=[O:51].[CH3:52][CH2:53][O:54][C:55]([CH3:56])=[O:57].[Cl:1][c:2]1[cH:3][cH:4][c:5]2[n:6]([n:7]1)[c:8]([CH:11]([CH3:12])[c:13]1[c:14]([F:24])[c:15]3[cH:16][cH:17][cH:18][n:19][c:20]3[cH:21][c:22]1[F:23])[cH:9][n:10]2.[ClH:27].[F-:25].[K+:26]>>[c:2]1([N:32]2[CH2:31][C:30](=[O:35])[N:29]([CH3:28])[CH2:34][CH2:33]2)[cH:3][cH:4][c:5]2[n:6]([n:7]1)[c:8]([CH:11]([CH3:12])[c:13]1[c:14]([F:24])[c:15]3[cH:16][cH:17][cH:18][n:19][c:20]3[cH:21][c:22]1[F:23])[cH:9][n:10]2.